This data is from the Open Reaction Database (ORD), a public repository of structured organic reaction records. The task is: describe an organic reaction: reactants, conditions, products, and yield Starting materials: O=C([O-])[O-], CCI, CN(C)P(=O)(N(C)C)N(C)C, [K+], [K+], CCC(N)(C(=O)OC)c1cccs1, O. Yields the product CCNC(CC)(C(=O)OC)c1cccs1. Reaction SMILES: [C:17](=[O:18])([O-:19])[O-:20].[CH2:14]([CH3:15])[I:16].[CH3:24][N:25]([CH3:26])[P:27](=[O:28])([N:29]([CH3:30])[CH3:31])[N:32]([CH3:33])[CH3:34].[K+:21].[K+:22].[NH2:1][C:2]([C:3](=[O:4])[O:5][CH3:6])([CH2:7][CH3:8])[c:9]1[s:10][cH:11][cH:12][cH:13]1.[OH2:23]>>[NH:1]([C:2]([C:3](=[O:4])[O:5][CH3:6])([CH2:7][CH3:8])[c:9]1[s:10][cH:11][cH:12][cH:13]1)[CH2:14][CH3:15]. Reactants: BrCCCCCBr, ClCCl, [Na+], [OH-], O, OCCCc1nc2ccccc2n1Cc1ccccc1. Product: BrCCCCCOCCCc1nc2ccccc2n1Cc1ccccc1. RXN SMILES: [Br:21][CH2:22][CH2:23][CH2:24][CH2:25][CH2:26][Br:27].[Cl:30][CH2:31][Cl:32].[Na+:29].[OH-:28].[OH2:33].[c:1]1([CH2:7][n:8]2[c:9]([CH2:17][CH2:18][CH2:19][OH:20])[n:10][c:11]3[c:12]2[cH:13][cH:14][cH:15][cH:16]3)[cH:2][cH:3][cH:4][cH:5][cH:6]1>>[c:1]1([CH2:7][n:8]2[c:9]([CH2:17][CH2:18][CH2:19][O:20][CH2:26][CH2:25][CH2:24][CH2:23][CH2:22][Br:21])[n:10][c:11]3[c:12]2[cH:13][cH:14][cH:15][cH:16]3)[cH:2][cH:3][cH:4][cH:5][cH:6]1. Reactants: C1(CC1)CS(=O)O (cyclopropylmethylsulphinic acid), C=C(C(=O)O)CC(=O)N1CCOCC1 (2-Methylene4-morpholin-4-yl-4-oxo-butyric acid). Solvent: C1(=CC=CC=C1)C (toluene), C(C)#N (acetonitrile). Reaction conditions: temperature 85 celsius, time 4.5 hour. The product is C1(CC1)CS(=O)(=O)CC(C(=O)O)CC(=O)N1CCOCC1 (2-Cyclopropylmethanesulfonylmethyl-4-morpholin-4-yl-4-oxo-butyric acid). Isolated yield 40.1%. Reaction SMILES: [CH:1]1([CH2:4][S:5]([OH:7])=[O:6])[CH2:3][CH2:2]1.[CH2:8]=[C:9]([CH2:13][C:14]([N:16]1[CH2:21][CH2:20][O:19][CH2:18][CH2:17]1)=[O:15])[C:10]([OH:12])=[O:11]>C1(C)C=CC=CC=1.C(#N)C>[CH:1]1([CH2:4][S:5]([CH2:8][CH:9]([CH2:13][C:14]([N:16]2[CH2:17][CH2:18][O:19][CH2:20][CH2:21]2)=[O:15])[C:10]([OH:12])=[O:11])(=[O:7])=[O:6])[CH2:3][CH2:2]1. Procedure details: To a solution of cyclopropylmethylsulphinic acid (1.8 g, 15 mmol) in anhydrous toluene (45 mL) and anhydrous acetonitrile (9 mL) was added 2-Methylene4-morpholin-4-yl-4-oxo-butyric acid (2.98 g, 15 mmol). The resulting solution was warmed to 85° C. and stirred at this temperature for 4.5 h. The heterogeneous reaction mixture is then allowed to cool to room temperature then concentrated under reduced pressure. The residue is then purified by flash chromatography eluting with 7% methanol in dichlo... The reactants are CC1S[C@H]2N(C(=C1)C(=O)O)C(C2N)=O (2-methyl-7-amino-3-cephem-4-carboxylic acid), C[Si](C)(C)CC(=O)N (trimethylsilylacetamide), [Cl-].[Na+] (sodium chloride), P(=O)(Cl)(Cl)Cl (phosphorus oxychloride), C(C#C)ON=C(C(=O)O)C=1N=C(SC1)NC=O (2-(2-propynyloxyimino)-2-(2-formylaminothiazol-4-yl)acetic acid), C([O-])([O-])=O.[Na+].[Na+] (sodium carbonate), aqueous solution. Run in O1CCCC1 (tetrahydrofuran), C(C)(=O)OCC (ethyl acetate), CN(C=O)C (dimethylformamide). Run at temperature -25 celsius. Yields the product CC1S[C@H]2N(C(=C1)C(=O)O)C(C2NC(C(C=2N=C(SC2)NC=O)=NOCC#C)=O)=O (2-methyl-7-[2-(2-propynyloxyimino)-2-(2-formylaminothiazol-4-yl)acetamido]-3-cephem-4-carboxylic acid). Yield: 97.6%. Reaction SMILES: P(Cl)(Cl)(Cl)=O.[CH2:6]([O:9][N:10]=[C:11]([C:15]1[N:16]=[C:17]([NH:20][CH:21]=[O:22])[S:18][CH:19]=1)[C:12]([OH:14])=O)[C:7]#[CH:8].[CH3:23][CH:24]1[CH:29]=[C:28]([C:30]([OH:32])=[O:31])[N:27]2[C:33](=[O:36])[CH:34]([NH2:35])[C@H:26]2[S:25]1.C[Si](CC(N)=O)(C)C.[Cl-].[Na+].C(=O)([O-])[O-].[Na+].[Na+]>C(OCC)(=O)C.O1CCCC1.CN(C)C=O>[CH3:23][CH:24]1[CH:29]=[C:28]([C:30]([OH:32])=[O:31])[N:27]2[C:33](=[O:36])[CH:34]([NH:35][C:12](=[O:14])[C:11](=[N:10][O:9][CH2:6][C:7]#[CH:8])[C:15]3[N:16]=[C:17]([NH:20][CH:21]=[O:22])[S:18][CH:19]=3)[C@H:26]2[S:25]1 |f:4.5,6.7.8|. Procedure: To dimethylformamide (0.4 g) was added dropwise phosphorus oxychloride (0.84 g) under stirring and ice-cooling, and the mixture was stirred for 30 minutes at 40° C. and then suspended in ethyl acetate (10 ml). To the suspension was added 2-(2-propynyloxyimino)-2-(2-formylaminothiazol-4-yl)acetic acid (syn isomer) (1.27 g) under stirring and ice-cooling and then stirred for 30 minutes under ice-cooling. Thus obtained solution was added to a solution, which was prepared by stirring a mixture of 2-... Reactants: COc1ccc2ccccc2c1 (substrate), [Li]c1ccccc1 (effective_coupling_partner). Conditions: temperature 25 celsius, time 12 hour. Product: c3ccc(c2ccc1ccccc1c2)cc3. Starting materials: Cl (hydrochloric acid), C(=O)C1=CC(=C(C=C1)C=1C(=CC=CC1)C#N)[N+](=O)[O-] (4′-formyl-2′-nitrobiphenyl-2-carbonitrile), CO (methanol), [BH4-].[Na+] (sodium borohydride). Run in C1CCOC1 (hydrofuran). Run at time 30 minute. Product: OCC1=CC(=C(C=C1)C=1C(=CC=CC1)C#N)[N+](=O)[O-] (4′-(hydroxymethyl)-2′-nitrobiphenyl-2-carbonitrile). The yield is 69.7%. Reaction SMILES: [CH:1]([C:3]1[CH:8]=[CH:7][C:6]([C:9]2[C:10]([C:15]#[N:16])=[CH:11][CH:12]=[CH:13][CH:14]=2)=[C:5]([N+:17]([O-:19])=[O:18])[CH:4]=1)=[O:2].CO.[BH4-].[Na+].Cl>C1COCC1>[OH:2][CH2:1][C:3]1[CH:8]=[CH:7][C:6]([C:9]2[C:10]([C:15]#[N:16])=[CH:11][CH:12]=[CH:13][CH:14]=2)=[C:5]([N+:17]([O-:19])=[O:18])[CH:4]=1 |f:2.3|. Procedure: To a mixture of 4′-formyl-2′-nitrobiphenyl-2-carbonitrile (5.15 g), methanol (30 mL) and hydrofuran (30 mL) was gradually added sodium borohydride (0.40 g) at 0° C., and the mixture was stirred at room temperature for 30 min. The reaction mixture was poured into 1 M hydrochloric acid (20 mL), and the mixture was extracted with ethyl acetate. The ethyl acetate layer was washed with saturated brine, and dried over anhydrous magnesium sulfate. The solvent was evaporated under reduced pressure, and ... Starting materials: CCNC(=O)C1OC(n2cnc3c(NCC(c4ccccc4)c4ccccc4)nc(C(=O)NCCN)nc32)C(O)C1O, O=C(NC1CCN(c2ccccn2)CC1)n1ccnc1. Product: CCNC(=O)C1OC(n2cnc3c(NCC(c4ccccc4)c4ccccc4)nc(C(=O)NCCNC(=O)NC4CCN(c5ccccn5)CC4)nc32)C(O)C1O. Reaction SMILES: [NH2:1][CH2:2][CH2:3][NH:4][C:5](=[O:6])[c:7]1[n:8][c:9]([NH:28][CH2:29][CH:30]([c:31]2[cH:32][cH:33][cH:34][cH:35][cH:36]2)[c:37]2[cH:38][cH:39][cH:40][cH:41][cH:42]2)[c:10]2[n:11][cH:12][n:13]([CH:16]3[O:17][CH:18]([C:23](=[O:24])[NH:25][CH2:26][CH3:27])[CH:19]([OH:22])[CH:20]3[OH:21])[c:14]2[n:15]1.[n:43]1[c:44]([N:49]2[CH2:50][CH2:51][CH:52]([NH:55][C:56](=[O:57])[n:58]3[cH:59][cH:60][n:61][cH:62]3)[CH2:53][CH2:54]2)[cH:45][cH:46][cH:47][cH:48]1>>[NH:1]([CH2:2][CH2:3][NH:4][C:5](=[O:6])[c:7]1[n:8][c:9]([NH:28][CH2:29][CH:30]([c:31]2[cH:32][cH:33][cH:34][cH:35][cH:36]2)[c:37]2[cH:38][cH:39][cH:40][cH:41][cH:42]2)[c:10]2[n:11][cH:12][n:13]([CH:16]3[O:17][CH:18]([C:23](=[O:24])[NH:25][CH2:26][CH3:27])[CH:19]([OH:22])[CH:20]3[OH:21])[c:14]2[n:15]1)[C:56]([NH:55][CH:52]1[CH2:51][CH2:50][N:49]([c:44]2[n:43][cH:48][cH:47][cH:46][cH:45]2)[CH2:54][CH2:53]1)=[O:57]. The reactants are O=C([O-])[O-], ClCCl, COC(=O)c1ccc(OCCCCCN2C(=O)c3ccccc3C2=O)cc1, CO, [K+], [K+], NN, O. Product: COC(=O)c1ccc(OCCCCCN)cc1. As a reaction SMILES: [C:31](=[O:32])([O-:33])[O-:34].[CH2:39]([Cl:40])[Cl:41].[CH3:1][O:2][C:3]([c:4]1[cH:5][cH:6][c:7]([O:10][CH2:11][CH2:12][CH2:13][CH2:14][CH2:15][N:16]2[C:17](=[O:18])[c:19]3[c:20]([cH:21][cH:22][cH:23][cH:24]3)[C:25]2=[O:26])[cH:8][cH:9]1)=[O:27].[CH3:37][OH:38].[K+:35].[K+:36].[NH2:28][NH2:29].[OH2:30]>>[CH3:1][O:2][C:3]([c:4]1[cH:5][cH:6][c:7]([O:10][CH2:11][CH2:12][CH2:13][CH2:14][CH2:15][NH2:16])[cH:8][cH:9]1)=[O:27]. The reactants are C(C)OC(/C(=C/C=1C=C2C=CNC2=CC1)/OCC)=O ((Z)-2-ethoxy-3-(1H-indol-5-yl)-acrylic acid ethyl ester), [H][H] (hydrogen). The reagents and catalysts are [Pd] (Pd/C). The solvent is CCO (EtOH). Run at time 2 hour. Product: C(C)OC(C(CC=1C=C2C=CNC2=CC1)OCC)=O (Rac-2-Ethoxy-3-(1H-indol-5-yl)-propionic Acid Ethyl Ester). Yield: 89.0%. RXN SMILES: [CH2:1]([O:3][C:4](=[O:19])/[C:5](/[O:16][CH2:17][CH3:18])=[CH:6]/[C:7]1[CH:8]=[C:9]2[C:13](=[CH:14][CH:15]=1)[NH:12][CH:11]=[CH:10]2)[CH3:2].[H][H]>CCO.[Pd]>[CH2:1]([O:3][C:4](=[O:19])[CH:5]([O:16][CH2:17][CH3:18])[CH2:6][C:7]1[CH:8]=[C:9]2[C:13](=[CH:14][CH:15]=1)[NH:12][CH:11]=[CH:10]2)[CH3:2]. Procedure: A suspension of 9.7 g of (Z)-2-ethoxy-3-(1H-indol-5-yl)-acrylic acid ethyl ester in 100 ml of EtOH and 1.0 g of Pd/C (10%) was hydrogenated at 22° C. for 2 h after which time hydrogen uptake ceased. The suspension was filtered, the filtrate evaporated and the residue chromatographed on silica (n-hexane/AcOEt, 2:1) to give 8.7 g of the title compound as a white solid. MS: (M)+ 261.2.